Task: describe an organic reaction: reactants, conditions, products, and yield. Dataset: the Open Reaction Database (ORD), a public repository of structured organic reaction records Reactants: [N+](=O)(O)[O-] (HNO3), OS(=O)(=O)O (H2SO4), C1(=CC=CC=C1)C(C#N)CC (2-Phenylbutyronitrile). Conditions: temperature 10 celsius, time 30 minute. Yields the product [N+](=O)([O-])C1=CC=C(C=C1)C(C#N)CC (2-(4-nitrophenyl)butyronitrile). Reaction SMILES: [N+:1]([O-:4])(O)=[O:2].OS(O)(=O)=O.[C:10]1([CH:16]([CH2:19][CH3:20])[C:17]#[N:18])[CH:15]=[CH:14][CH:13]=[CH:12][CH:11]=1>>[N+:1]([C:13]1[CH:14]=[CH:15][C:10]([CH:16]([CH2:19][CH3:20])[C:17]#[N:18])=[CH:11][CH:12]=1)([O-:4])=[O:2]. Reported procedure: A 3-necked round-bottomed flask was charged with conc. HNO3 (240 ml) and cooled to 10° C. with the aid of an ice/acetone bath. Conc. H2SO4 (240 ml) was then added slowly so as to maintain the temperature below 30° C. 2-Phenylbutyronitrile (Aldrich, 110 ml) was introduced dropwise to the stirred solution over a period of 1 hour, maintaining the temperature below 20° C. The ice/acetone bath was then removed and the mixture stirred for a further 30 minutes at ambient temperature before pouring it o... Reactants: [Li]CCCC (n-BuLi), C(C)OCN1C=NC=C1 (1-ethoxymethyl-1H-imidazole), C(CCC)[Sn](CCCC)(CCCC)Cl (tributyl tin chloride). The solvent is C1CCOC1 (THF). Reaction conditions: temperature -78 celsius, time 10 minute. Yields the product C(C)OCN1C(=NC=C1)[Sn](CCCC)(CCCC)CCCC (1-Ethoxymethyl-2-tributylstannanyl-1H-imidazole). RXN SMILES: [Li]CCCC.[CH2:6]([O:8][CH2:9][N:10]1[CH:14]=[CH:13][N:12]=[CH:11]1)[CH3:7].[CH2:15]([Sn:19](Cl)([CH2:24][CH2:25][CH2:26][CH3:27])[CH2:20][CH2:21][CH2:22][CH3:23])[CH2:16][CH2:17][CH3:18]>C1COCC1>[CH2:6]([O:8][CH2:9][N:10]1[CH:14]=[CH:13][N:12]=[C:11]1[Sn:19]([CH2:20][CH2:21][CH2:22][CH3:23])([CH2:24][CH2:25][CH2:26][CH3:27])[CH2:15][CH2:16][CH2:17][CH3:18])[CH3:7]. Reported procedure: 1.6 M n-BuLi (12.0 mL, 19.2 mmol) is slowly added to a solution of 1-ethoxymethyl-1H-imidazole [available via the procedure outlined in Tang, C. C.; Davalian, D.; Huang, P.; Breslow, R. J. Am. Chem. Soc. 1978, 100, 3918] (2.20 g, 17.4 mmol) in THF (30 mL) at −78° C. under N2. The reaction mixture is stirred at −78° C. for 20 minutes whereupon tributyl tin chloride (5.7 mL, 20.9 mmol) is added slowly. The reaction mixture is stirred at −78° C. for 10 minutes and then warmed to room temperature. A... The reactants are Dimethyl 6-methyl-4-methylamino-2-(4-trifluommethyl-phenyl)cyclohexa-3,5-diene-1,3-dicarboxylate, OC1(CC(=C(C(C1C(=O)OC)C1=CC=C(C=C1)C(F)(F)F)C(=O)OC)NC)C (dimethyl 6-hydroxy-6-methyl-4-methylamino-2-(4-trifluoromethylphenyl)-cyclohex-3-ene-1,3-dicarboxylate), S(=O)(Cl)Cl (thionyl chloride). Solvent: N1=CC=CC=C1 (pyridine). Conditions: temperature 60 celsius, time 10 minute. Product: CC1=C(C(C(=C(C1)NC)C(=O)OC)C1=CC=C(C=C1)C(F)(F)F)C(=O)OC (Dimethyl 4-methyl-6-methylamino-2-(4-trifluoromethyl-phenyl)cyclohexa-3,6-diene-1,3-dicarboxylate). As a reaction SMILES: O[C:2]1([CH3:28])[CH:7]([C:8]([O:10][CH3:11])=[O:9])[CH:6]([C:12]2[CH:17]=[CH:16][C:15]([C:18]([F:21])([F:20])[F:19])=[CH:14][CH:13]=2)[C:5]([C:22]([O:24][CH3:25])=[O:23])=[C:4]([NH:26][CH3:27])[CH2:3]1.S(Cl)(Cl)=O>N1C=CC=CC=1>[CH3:28][C:2]1[CH2:3][C:4]([NH:26][CH3:27])=[C:5]([C:22]([O:24][CH3:25])=[O:23])[CH:6]([C:12]2[CH:13]=[CH:14][C:15]([C:18]([F:19])([F:20])[F:21])=[CH:16][CH:17]=2)[C:7]=1[C:8]([O:10][CH3:11])=[O:9]. Procedure details: Dimethyl 6-methyl-4-methylamino-2-(4-trifluommethyl-phenyl)cyclohexa-3,5-diene-1,3-dicarboxylate (3) ##STR8## 10.0 g (25 mmol) of dimethyl 6-hydroxy-6-methyl-4-methylamino-2-(4-trifluoromethylphenyl)-cyclohex-3-ene-1,3-dicarboxylate (preparation analogous to Example II) are heated to 60° C. in 100 ml of pyridine and treated with 2.5 ml of thionyl chloride. The mixture is stirred at 60° C. for 10 minutes and concentrated, and the residue is taken up in methylene chloride, washed three times with ... Starting materials: COc1ccc2c(c1)C(COS(C)(=O)=O)CC2, CS(C)=O, [N-]=[N+]=[N-], [Na+]. Product: COc1ccc2c(c1)C(CN=[N+]=[N-])CC2. Reaction SMILES: [CH3:1][O:2][c:3]1[cH:4][cH:5][c:6]2[c:10]([cH:11]1)[CH:9]([CH2:12][O:13][S:14]([CH3:15])(=[O:16])=[O:17])[CH2:8][CH2:7]2.[CH3:22][S:23](=[O:24])[CH3:25].[N-:19]=[N+:20]=[N-:21].[Na+:18]>>[CH3:1][O:2][c:3]1[cH:4][cH:5][c:6]2[c:10]([cH:11]1)[CH:9]([CH2:12][N:19]=[N+:20]=[N-:21])[CH2:8][CH2:7]2. Starting materials: C(CCCCCCCO)O (1,8-octanediol), FC1=C(COCCCCCCCC(=O)O)C=C(C=C1)F (8-(2,5-difluoro-benzyloxy)-octanoic acid), Cl.Cl.C(C1=CC=CC=C1)OC(C[C@H](CN(C)C)N)=O ((R)-3-amino-4-dimethylamino-butyric acid benzyl ester dihydrochloride), FC1=C(CBr)C=C(C=C1)F (2,5-difluorobenzyl bromide), FC1=C(COCCCCCCCCO)C=C(C=C1)F (8-(2,5-difluoro-benzyloxy)-octan-1-ol). Product: C(C1=CC=CC=C1)OC(C[C@H](CN(C)C)NC(CCCCCCCOCC1=C(C=CC(=C1)F)F)=O)=O ((R)-3-[8-(2,5-difluoro-benzyloxy)-octanoylamino]-4-dimethylamino-butyric acid benzyl ester). RXN SMILES: C(O)CCCCCCCO.FC1C=CC(F)=CC=1CBr.[F:21][C:22]1[CH:38]=[CH:37][C:36]([F:39])=[CH:35][C:23]=1[CH2:24][O:25][CH2:26][CH2:27][CH2:28][CH2:29][CH2:30][CH2:31][CH2:32][CH2:33][OH:34].FC1C=CC(F)=CC=1COCCCCCCCC(O)=O.Cl.Cl.[CH2:62]([O:69][C:70](=[O:78])[CH2:71][C@@H:72]([NH2:77])[CH2:73][N:74]([CH3:76])[CH3:75])[C:63]1[CH:68]=[CH:67][CH:66]=[CH:65][CH:64]=1>>[CH2:62]([O:69][C:70](=[O:78])[CH2:71][C@@H:72]([NH:77][C:33](=[O:34])[CH2:32][CH2:31][CH2:30][CH2:29][CH2:28][CH2:27][CH2:26][O:25][CH2:24][C:23]1[CH:35]=[C:36]([F:39])[CH:37]=[CH:38][C:22]=1[F:21])[CH2:73][N:74]([CH3:75])[CH3:76])[C:63]1[CH:68]=[CH:67][CH:66]=[CH:65][CH:64]=1 |f:4.5.6|. Procedure: The title compound, m/e=413.3 ([M−H]−), was produced in analogy with intermediate 1, steps 1 to 4. Thus, 1,8-octanediol was alkylated in step 1 with 2,5-difluorobenzyl bromide, leading to 8-(2,5-difluoro-benzyloxy)-octan-1-ol, which was oxidized in step 2 to 8-(2,5-difluoro-benzyloxy)-octanoic acid. This was coupled in step 3 with (R)-3-amino-4-dimethylamino-butyric acid benzyl ester dihydrochloride to produce (R)-3-[8-(2,5-difluoro-benzyloxy)-octanoylamino]-4-dimethylamino-butyric acid benzyl e... RXN SMILES: Cl[CH2:2][CH:3]([OH:24])[CH2:4][N:5]1[CH2:10][CH2:9][N:8]([CH:11]([C:18]2[CH:23]=[CH:22][CH:21]=[CH:20][CH:19]=2)[C:12]2[CH:17]=[CH:16][CH:15]=[CH:14][CH:13]=2)[CH2:7][CH2:6]1.[SH:25][C:26]1[CH:35]=[CH:34][CH:33]=[C:32]2[C:27]=1[CH:28]=[CH:29][CH:30]=[N:31]2.C1CCN2C(=NCCC2)CC1.O>C(Cl)(Cl)Cl>[C:12]1([CH:11]([C:18]2[CH:23]=[CH:22][CH:21]=[CH:20][CH:19]=2)[N:8]2[CH2:9][CH2:10][N:5]([CH2:4][CH:3]([OH:24])[CH2:2][S:25][C:26]3[CH:35]=[CH:34][CH:33]=[C:32]4[C:27]=3[CH:28]=[CH:29][CH:30]=[N:31]4)[CH2:6][CH2:7]2)[CH:17]=[CH:16][CH:15]=[CH:14][CH:13]=1. The solvent is C(Cl)(Cl)Cl (chloroform). The product is C1(=CC=CC=C1)C(N1CCN(CC1)CC(CSC1=C2C=CC=NC2=CC=C1)O)C1=CC=CC=C1 (5-[3-(4-Diphenylmethylpiperazine-1-yl)-2-hydroxypropylthio]quinoline). Procedure details: In 10 ml of chloroform were dissolved 1.2 g of 4-(3-chloro-2-hydroxypropy)-1-diphenylmethylpiperazine prepared in Example 23-(b) and 220 mg of 5-mercaptoquinoline, and 311 mg of DBU was further added thereto. Afterward, the liquid was allowed to stand at room temperature for 12 days. The reaction liquid was poured into 20 ml of water and was then extracted twice with methylene chloride. The resultant organic layer was separated, then dried with an anhydrous Glauber's salt, and was distilled off ... Reactants: ClCC(CN1CCN(CC1)C(C1=CC=CC=C1)C1=CC=CC=C1)O (4-(3-chloro-2-hydroxypropy)-1-diphenylmethylpiperazine), SC1=C2C=CC=NC2=CC=C1 (5-mercaptoquinoline), C1CCC2=NCCCN2CC1 (DBU), O (water). Run at time 12 day. Isolated yield 20.3%. Starting materials: CCCCN(Cc1nnn[nH]1)C(=O)c1ccc(N2CCC(=O)CC2)cc1, CS(=O)(=O)Nc1cc(C(O)CN)ccc1O. Product: CCCCN(Cc1nnn[nH]1)C(=O)c1ccc(N2CCC(NCC(O)c3ccc(O)c(NS(C)(=O)=O)c3)CC2)cc1. Reaction SMILES: [CH2:1]([CH2:2][CH2:3][CH3:4])[N:5]([C:6]([c:7]1[cH:8][cH:9][c:10]([N:13]2[CH2:14][CH2:15][C:16](=[O:19])[CH2:17][CH2:18]2)[cH:11][cH:12]1)=[O:20])[CH2:21][c:22]1[n:23][n:24][n:25][nH:26]1.[NH2:27][CH2:28][CH:29]([OH:30])[c:31]1[cH:32][cH:33][c:34]([OH:42])[c:35]([NH:37][S:38](=[O:39])(=[O:40])[CH3:41])[cH:36]1>>[CH2:1]([CH2:2][CH2:3][CH3:4])[N:5]([C:6]([c:7]1[cH:8][cH:9][c:10]([N:13]2[CH2:14][CH2:15][CH:16]([NH:27][CH2:28][CH:29]([OH:30])[c:31]3[cH:32][cH:33][c:34]([OH:42])[c:35]([NH:37][S:38](=[O:39])(=[O:40])[CH3:41])[cH:36]3)[CH2:17][CH2:18]2)[cH:11][cH:12]1)=[O:20])[CH2:21][c:22]1[n:23][n:24][n:25][nH:26]1.